This data is from the Open Reaction Database (ORD), a public repository of structured organic reaction records. The task is: describe an organic reaction: reactants, conditions, products, and yield The reactants are C(C)SC1CCS(C2=CC=C(C(=C12)C)C(=S)CC)(=O)=O (4-ethylthio-5-methyl-6-ethylthiocarbonylthiochroman-1,1-dioxide), [OH-].[K+] (potassium hydroxide), C(C)O (ethanol). The solvent is O (water). Conditions: temperature 60 celsius. The product is C(C)SC1CCS(C2=CC=C(C(=C12)C)C(=O)O)(=O)=O (4-ethylthio-5-methyl-6-carboxythiochroman-1,1-dioxide). The yield is 100.0%. RXN SMILES: [CH2:1]([S:3][CH:4]1[C:13]2[C:8](=[CH:9][CH:10]=[C:11](C(CC)=S)[C:12]=2C)[S:7](=[O:20])(=[O:19])[CH2:6][CH2:5]1)[CH3:2].[OH-:21].[K+].[CH2:23]([OH:25])[CH3:24]>O>[CH2:1]([S:3][CH:4]1[C:13]2[C:8](=[CH:9][CH:10]=[C:24]([C:23]([OH:21])=[O:25])[C:12]=2[CH3:11])[S:7](=[O:20])(=[O:19])[CH2:6][CH2:5]1)[CH3:2] |f:1.2|. Procedure: 0.6 Gram (1.5 mmol) of 4-ethylthio-5-methyl-6-ethylthiocarbonylthiochroman-1,1-dioxide, 0.12 g (2.1 mmol) of potassium hydroxide, 3 ml of ethanol and 1 ml of water were stirred under heat at 60° C. for 3 hours. After the completion of the reaction, the solvent was distilled off, 5 ml of water was added, and then 2N hydrochloric acid was added to adjust a pH of 1. Then, the mixture was extracted with ethyl acetate twice. An organic layer was washed with a saturated sodium chloride aqueous solutio... Starting materials: C(O)([O-])=O.[Na+] (sodium hydrogen carbonate), ClC1(C=2N(CCC1)C(=NN2)C2=CC(=C(C=C2)C2=CN=C(O2)C)OC)C(=O)OCC (Ethyl 8-chloro-3-[3-methoxy-4-(2-methyl-1,3-oxazol-5-yl)phenyl]-5,6,7,8-tetrahydro[1,2,4]triazolo[4,3-a]pyridine-8-carboxylate), FC(C=1C=C(C=CC1)O)(F)F (3-(trifluoromethyl)phenol), C([O-])([O-])=O.[K+].[K+] (potassium carbonate). The solvent is CN(C)C=O (DMF). Reaction conditions: time 30 minute. The product is COC=1C=C(C=CC1C1=CN=C(O1)C)C1=NN=C2N1CCCC2(C(=O)OCC)OC2=CC(=CC=C2)C(F)(F)F (ethyl 3-[3-methoxy-4-(2-methyl-1,3-oxazol-5-yl)phenyl]-8-[3-(trifluoromethyl)phenoxy]-5,6,7,8-tetrahydro[1,2,4]triazolo[4,3-a]pyridine-8-carboxylate). The yield is 50.9%. As a reaction SMILES: Cl[C:2]1([C:25]([O:27][CH2:28][CH3:29])=[O:26])[CH2:7][CH2:6][CH2:5][N:4]2[C:8]([C:11]3[CH:16]=[CH:15][C:14]([C:17]4[O:21][C:20]([CH3:22])=[N:19][CH:18]=4)=[C:13]([O:23][CH3:24])[CH:12]=3)=[N:9][N:10]=[C:3]12.[F:30][C:31]([F:40])([F:39])[C:32]1[CH:33]=[C:34]([OH:38])[CH:35]=[CH:36][CH:37]=1.C(=O)([O-])[O-].[K+].[K+].C(=O)([O-])O.[Na+]>CN(C=O)C>[CH3:24][O:23][C:13]1[CH:12]=[C:11]([C:8]2[N:4]3[CH2:5][CH2:6][CH2:7][C:2]([O:38][C:34]4[CH:35]=[CH:36][CH:37]=[C:32]([C:31]([F:30])([F:39])[F:40])[CH:33]=4)([C:25]([O:27][CH2:28][CH3:29])=[O:26])[C:3]3=[N:10][N:9]=2)[CH:16]=[CH:15][C:14]=1[C:17]1[O:21][C:20]([CH3:22])=[N:19][CH:18]=1 |f:2.3.4,5.6|. Reported procedure: Ethyl 8-chloro-3-[3-methoxy-4-(2-methyl-1,3-oxazol-5-yl)phenyl]-5,6,7,8-tetrahydro[1,2,4]triazolo[4,3-a]pyridine-8-carboxylate (1.0 g) was added to a mixture of 3-(trifluoromethyl)phenol (408 mg), potassium carbonate (995 mg) and DMF (10 mL) at 90° C., and the mixture was stirred for 30 min. Saturated aqueous sodium hydrogen carbonate solution was added, and the mixture was extracted with ethyl acetate. The extract was washed with saturated brine, and dried over anhydrous sodium sulfate, and the... Reactants: CB(O)O (methylboronic acid), [F-].[K+] (potassium fluoride), C(C)(C)(C)OC(=O)N1CCN(CC1)C1=NC=C(C=C1C#N)Br (4-(5-bromo-3-cyanopyridin-2-yl)piperazine-1-carboxylic acid tert-butyl ester), O1CCCC1 (tetrahydrofuran). Reagents/catalysts: C(C)(=O)[O-].[Pd+2].C(C)(=O)[O-] (palladium(II) acetate), C1(CCCCC1)P(C1=C(C=CC=C1)C1=C(C=CC=C1OC)OC)C1CCCCC1 (2-dicyclohexylphosphino-2′,6′-dimethoxybiphenyl). Run in O (Water). Product: C(C)(C)(C)OC(=O)N1CCN(CC1)C1=NC=C(C=C1C#N)C (4-(3-cyano-5-methylpyridin-2-yl)piperazine-1-carboxylic acid tert-butyl ester). Isolated yield 108.7%. As a reaction SMILES: [C:1]([O:5][C:6]([N:8]1[CH2:13][CH2:12][N:11]([C:14]2[C:19]([C:20]#[N:21])=[CH:18][C:17](Br)=[CH:16][N:15]=2)[CH2:10][CH2:9]1)=[O:7])([CH3:4])([CH3:3])[CH3:2].[CH3:23]B(O)O.[F-].[K+].O1CCCC1>C([O-])(=O)C.[Pd+2].C([O-])(=O)C.C1(P(C2CCCCC2)C2C=CC=CC=2C2C(OC)=CC=CC=2OC)CCCCC1.O>[C:1]([O:5][C:6]([N:8]1[CH2:13][CH2:12][N:11]([C:14]2[C:19]([C:20]#[N:21])=[CH:18][C:17]([CH3:23])=[CH:16][N:15]=2)[CH2:10][CH2:9]1)=[O:7])([CH3:4])([CH3:3])[CH3:2] |f:2.3,5.6.7|. Reported procedure: Under a nitrogen stream, to a mixture of 4-(5-bromo-3-cyanopyridin-2-yl)piperazine-1-carboxylic acid tert-butyl ester (1.52 g) described in Preparation Example 105, methylboronic acid (0.50 g), palladium(II) acetate (46 mg), 2-dicyclohexylphosphino-2′,6′-dimethoxybiphenyl (0.17 g) and potassium fluoride (0.96 g) was added tetrahydrofuran (40 mL), and the mixture was stirred with heating under reflux for 8 hr. Water was added to the reaction mixture, and the mixture was extracted with ethyl aceta... The reactants are O=C1C(=CNC=2N1N=CC2)C(=O)OCC (ethyl 7-oxo-4,7-dihydropyrazolo[1,5-a]pyrimidine-6-carboxylate), [OH-].[Na+] (NaOH), Cl (HCl). Product: O=C1C(=CNC=2N1N=CC2)C(=O)O (7-oxo-4,7-dihydropyrazolo[1,5-a]pyrimidine-6-carboxylic acid). As a reaction SMILES: [O:1]=[C:2]1[N:7]2[N:8]=[CH:9][CH:10]=[C:6]2[NH:5][CH:4]=[C:3]1[C:11]([O:13]CC)=[O:12].[OH-].[Na+].Cl>>[O:1]=[C:2]1[N:7]2[N:8]=[CH:9][CH:10]=[C:6]2[NH:5][CH:4]=[C:3]1[C:11]([OH:13])=[O:12] |f:1.2|. Procedure details: A suspension of ethyl 7-oxo-4,7-dihydropyrazolo[1,5-a]pyrimidine-6-carboxylate (1.9 g, 9.2 mmol) in 10% aq. NaOH (12 mL, 30.0 mmol) was refluxed for 2 hours. The reaction mixture was allowed to cool to room temperature; the solution was acidified to pH 3-4 with 6 M HCl. The forming precipitate was filtered, washed with water and dried to afford 7-oxo-4,7-dihydropyrazolo[1,5-a]pyrimidine-6-carboxylic acid; 1.6 g (97%). 1H NMR (300 MHz, DMSO) δ 8.53 (s, 1H), 7.94 (d, J=1.8 Hz, 1H), 6.32 (d, J=1.8 ...